describe an organic reaction: reactants, conditions, products, and yield From a dataset of the Open Reaction Database (ORD), a public repository of structured organic reaction records. Reactants: O=C([O-])O, CO, Cl, [Na+], [Na+], [OH-], CCOC(=O)C(Cc1ccc(C(F)(F)F)cc1)C(O)c1ccncc1. Yields the product O=C(O)C(Cc1ccc(C(F)(F)F)cc1)C(O)c1ccncc1. RXN SMILES: [C:29](=[O:30])([O-:31])[OH:32].[CH3:34][OH:35].[ClH:28].[Na+:27].[Na+:33].[OH-:26].[OH:1][CH:2]([CH:3]([C:4](=[O:5])[O:6][CH2:7][CH3:8])[CH2:9][c:10]1[cH:11][cH:12][c:13]([C:16]([F:17])([F:18])[F:19])[cH:14][cH:15]1)[c:20]1[cH:21][cH:22][n:23][cH:24][cH:25]1>>[OH:1][CH:2]([CH:3]([C:4](=[O:5])[OH:6])[CH2:9][c:10]1[cH:11][cH:12][c:13]([C:16]([F:17])([F:18])[F:19])[cH:14][cH:15]1)[c:20]1[cH:21][cH:22][n:23][cH:24][cH:25]1. Starting materials: ClC=1N=NC(=CC1)Cl (3,6-dichloropyridazine), ClC=1C=C(C=CC1Cl)O (3,4-dichlorophenol), [OH-].[K+] (potassium hydroxide), CCCCCCC (heptane). Solvent: CS(=O)C (dimethyl sulfoxide). The product is ClC=1N=NC(=CC1)OC1=CC(=C(C=C1)Cl)Cl (3-Chloro-6-(3,4-dichloro-phenoxy)-pyridazine). Isolated yield 21.1%. Reaction SMILES: Cl[C:2]1[N:3]=[N:4][C:5]([Cl:8])=[CH:6][CH:7]=1.[Cl:9][C:10]1[CH:11]=[C:12]([OH:17])[CH:13]=[CH:14][C:15]=1[Cl:16].[OH-].[K+].CCCCCCC>CS(C)=O>[Cl:8][C:5]1[N:4]=[N:3][C:2]([O:17][C:12]2[CH:13]=[CH:14][C:15]([Cl:16])=[C:10]([Cl:9])[CH:11]=2)=[CH:7][CH:6]=1 |f:2.3|. Procedure details: A solution of 3,6-dichloropyridazine (4.47 g, 30.0 mmol), 3,4-dichlorophenol (4.89 g, 30.0 mmol) and potassium hydroxide (1.68 g, 30.0 mmol) in dimethyl sulfoxide (20 mL) was heated at 60° C. overnight. The solvent was removed by evaporation in vacuo. The residue was purified by flash column chromatography (SiO2, ethyl acetate:heptane 50:50). Small amounts of starting material were removed by kugelrohr distillation. Crystallisation from ethyl acetate:heptane yielded the title compound (1.74 g, 2... The reactants are O=[N+]([O-])c1cc(Br)ccc1F, CC(=O)O, [Fe], O. Product: Nc1cc(Br)ccc1F. Reaction SMILES: [Br:1][c:2]1[cH:3][c:4]([N+:9]([O-:10])=[O:11])[c:5]([F:8])[cH:6][cH:7]1.[CH3:12][C:13](=[O:14])[OH:15].[Fe:16].[OH2:17]>>[Br:1][c:2]1[cH:3][c:4]([NH2:9])[c:5]([F:8])[cH:6][cH:7]1. The reactants are C(C1=CC=CC=C1)OC(=O)N[C@@H]1[C@@H](CN(CC1)C=1OC(=C(N1)C(=O)OCCCC)C)OCCC (Butyl cis(±)-2-(4-{[(benzyloxy)carbonyl]amino}-3-propoxypiperidin-1-yl)-5-methyl-1,3-oxazole-4-carboxylate). Reagents/catalysts: [Pd] (Pd/C). Solvent: CO (methanol). The product is N[C@@H]1[C@@H](CN(CC1)C=1OC(=C(N1)C(=O)OCCCC)C)OCCC (Butyl cis(±)-2-(4-amino-3-propoxypiperidin-1-yl)-5-methyl-1,3-oxazole-4-carboxylate). Yield: 94.0%. Reaction SMILES: C(OC([NH:11][C@H:12]1[CH2:17][CH2:16][N:15]([C:18]2[O:19][C:20]([CH3:30])=[C:21]([C:23]([O:25][CH2:26][CH2:27][CH2:28][CH3:29])=[O:24])[N:22]=2)[CH2:14][C@H:13]1[O:31][CH2:32][CH2:33][CH3:34])=O)C1C=CC=CC=1>[Pd].CO>[NH2:11][C@H:12]1[CH2:17][CH2:16][N:15]([C:18]2[O:19][C:20]([CH3:30])=[C:21]([C:23]([O:25][CH2:26][CH2:27][CH2:28][CH3:29])=[O:24])[N:22]=2)[CH2:14][C@H:13]1[O:31][CH2:32][CH2:33][CH3:34]. Procedure details: The same operation as in Example (95b) was performed using butyl cis(±)-2-(4-{[(benzyloxy)carbonyl]amino}-3-propoxypiperidin-1-yl)-5-methyl-1,3-oxazole-4-carboxylate obtained in Example (114a) (0.98 g, 2.1 mmol), 10% Pd/C (0.25 g) and methanol (15 mL), to obtain 0.67 g of the title compound as a light yellow oily substance (95%).